This data is from the Open Reaction Database (ORD), a public repository of structured organic reaction records. The task is: describe an organic reaction: reactants, conditions, products, and yield Reactants: O=C(n1ccnc1)n1ccnc1, COc1ccc(CSc2ccncc2C(=O)O)cc1, C[O-], CN(C)C=O, CO, [Na+]. The product is COC(=O)c1cnccc1SCc1ccc(OC)cc1. Reaction SMILES: [C:20]([n:21]1[cH:22][cH:23][n:24][cH:25]1)([n:26]1[cH:27][cH:28][n:29][cH:30]1)=[O:31].[CH3:1][O:2][c:3]1[cH:4][cH:5][c:6]([CH2:7][S:8][c:9]2[cH:10][cH:11][n:12][cH:13][c:14]2[C:15](=[O:16])[OH:17])[cH:18][cH:19]1.[CH3:32][O-:33].[CH3:35][N:36]([CH3:37])[CH:38]=[O:39].[CH3:40][OH:41].[Na+:34]>>[CH3:1][O:2][c:3]1[cH:4][cH:5][c:6]([CH2:7][S:8][c:9]2[cH:10][cH:11][n:12][cH:13][c:14]2[C:15](=[O:16])[O:17][CH3:20])[cH:18][cH:19]1. Reported procedure: In a 300-ml three-necked flask, 98 g of cyclohexanone, 148 g of n-butanol, 50 g of anhydrous magnesium sulfate, 2 mg of bismuth chloride and 80 g of toluene were charged. The resulting mixture was stirred at 10° C. under atmospheric pressure for 10 hours in a nitrogen atmosphere. After magnesium sulfate was removed from the reaction mixture, the solvent (toluene) and unreacted starting materials were distilled off under reduced pressure. Distillation of the residue under reduced pressure gave 20... The reagents and catalysts are [Bi](Cl)(Cl)Cl (bismuth chloride). Product: C(CCC)OC1(CCCCC1)OCCCC (cyclohexanone dibutyl acetal). The yield is 182.2%. RXN SMILES: [C:1]1(=[O:7])[CH2:6][CH2:5][CH2:4][CH2:3][CH2:2]1.[CH2:8]([OH:12])[CH2:9][CH2:10][CH3:11].S([O-])([O-])(=O)=O.[Mg+2]>[Bi](Cl)(Cl)Cl.C1(C)C=CC=CC=1>[CH2:6]([O:7][C:1]1([O:12][CH2:8][CH2:9][CH2:10][CH3:11])[CH2:6][CH2:5][CH2:4][CH2:3][CH2:2]1)[CH2:1][CH2:2][CH3:3] |f:2.3|. Run in C1(=CC=CC=C1)C (toluene). Run at temperature 10 celsius, time 10 hour. The reactants are C1(CCCCC1)=O (cyclohexanone), C(CCC)O (n-butanol), S(=O)(=O)([O-])[O-].[Mg+2] (magnesium sulfate). Starting materials: O (water), [H-].[Na+] (Sodium hydride), ClCC=1C=CC(=NC1)OCC=1N=C(OC1C)C=1OC=CC1 (5-chloromethyl-2-[2-(2-furyl)-5-methyl-4-oxazolylmethoxy]pyridine), C(C)OC(CC=1C(=NNC1)C1=CC=CC=C1)=O (ethyl(3-phenyl-1H-pyrazol-4-yl)acetate). The solvent is CN(C=O)C (N,N-dimethylformamide). Reaction conditions: time 1 hour. Yields the product O1C(=CC=C1)C=1OC(=C(N1)COC1=CC=C(C=N1)CN1N=C(C(=C1)CC(=O)OCC)C1=CC=CC=C1)C (ethyl [1-[6-[2-(2-furyl)-5-methyl-4-oxazolylmethoxy]-3-pyridylmethyl]-3-phenyl-1H-pyrazol-4-yl]acetate). Yield: 66.6%. As a reaction SMILES: [H-].[Na+].Cl[CH2:4][C:5]1[CH:6]=[CH:7][C:8]([O:11][CH2:12][C:13]2[N:14]=[C:15]([C:19]3[O:20][CH:21]=[CH:22][CH:23]=3)[O:16][C:17]=2[CH3:18])=[N:9][CH:10]=1.[CH2:24]([O:26][C:27](=[O:40])[CH2:28][C:29]1[C:30]([C:34]2[CH:39]=[CH:38][CH:37]=[CH:36][CH:35]=2)=[N:31][NH:32][CH:33]=1)[CH3:25].O>CN(C)C=O>[O:20]1[CH:21]=[CH:22][CH:23]=[C:19]1[C:15]1[O:16][C:17]([CH3:18])=[C:13]([CH2:12][O:11][C:8]2[N:9]=[CH:10][C:5]([CH2:4][N:32]3[CH:33]=[C:29]([CH2:28][C:27]([O:26][CH2:24][CH3:25])=[O:40])[C:30]([C:34]4[CH:39]=[CH:38][CH:37]=[CH:36][CH:35]=4)=[N:31]3)=[CH:6][CH:7]=2)[N:14]=1 |f:0.1|. Reported procedure: Sodium hydride (60%, oily, 70.0 mg) was added to a solution of 5-chloromethyl-2-[2-(2-furyl)-5-methyl-4-oxazolylmethoxy]pyridine (533 mg) and ethyl(3-phenyl-1H-pyrazol-4-yl)acetate (403 mg) in N,N-dimethylformamide (10 ml) at 0° C., and the mixture was stirred at room temperature for 1 hour. The reaction mixture was poured into water, and extracted with ethyl acetate. The ethyl acetate layer was washed with saturated aqueous sodium chloride solution, dried (MgSO4), and concentrated. The residue ... Reactants: solution, B(Br)(Br)Br (boron tribromide), COC1=C2CC(CC2=CC=C1)(C(=O)OCC)C (ethyl 4-methoxy-2-methyl-2,3-dihydro-1H-indene-2-carboxylate), CO (methanol), O (water). The solvent is ClCCl (dichloromethane), ClCCl (dichloromethane), ClCCl (dichloromethane). Reaction conditions: temperature 0 celsius, time 1 hour. The product is OC1=C2CC(CC2=CC=C1)(C(=O)OC)C (Methyl 4-hydroxy-2-methyl-2,3-dihydro-1H-indene-2-carboxylate). Reaction SMILES: B(Br)(Br)Br.C[O:6][C:7]1[CH:15]=[CH:14][CH:13]=[C:12]2[C:8]=1[CH2:9][C:10]([CH3:21])([C:16]([O:18][CH2:19]C)=[O:17])[CH2:11]2.CO.O>ClCCl>[OH:6][C:7]1[CH:15]=[CH:14][CH:13]=[C:12]2[C:8]=1[CH2:9][C:10]([CH3:21])([C:16]([O:18][CH3:19])=[O:17])[CH2:11]2. Reported procedure: At 0° C., 15.2 ml (15.24 mmol) of a 1 M solution of boron tribromide in dichloromethane were added to a solution of 1.19 g (5.08 mmol) of ethyl 4-methoxy-2-methyl-2,3-dihydro-1H-indene-2-carboxylate in 20 ml of dichloromethane. Stirring at 0° C. was continued for one hour. 16 ml of methanol were then added, and the reaction mixture was stirred overnight. 10 ml of water and 10 ml of dichloromethane were then added. After phase separation, the aqueous phase was extracted three times with dichlorom... Reported procedure: 256.5 mg (0.57 mmole) of methyl (1S)-5-benzyloxy-3-t-butoxycarbonyl-1-hydroxymethyl-1,2,3,6-tetrahydropyrrolo[3,2-e]indole-7-carboxylate and 297.4. mg (1.13 mmole) of triphenylphosphine were dissolved in 6 ml of anhydrous dichloromethane, 0.33 ml (3.40 mmole) of carbon tetrachloride was added to the resulting solution, and the resulting mixture was stirred under argon atmosphere in the dark for 2 hours. The solvent was evaporated from the reaction mixture to give a residue, which was then purifi... RXN SMILES: [CH2:1]([O:8][C:9]1[CH:10]=[C:11]2[N:24]([C:25]([O:27][C:28]([CH3:31])([CH3:30])[CH3:29])=[O:26])[CH2:23][C@@H:22]([CH2:32]O)[C:12]2=[C:13]2[C:17]=1[NH:16][C:15]([C:18]([O:20][CH3:21])=[O:19])=[CH:14]2)[C:2]1[CH:7]=[CH:6][CH:5]=[CH:4][CH:3]=1.C1(P(C2C=CC=CC=2)C2C=CC=CC=2)C=CC=CC=1.C(Cl)(Cl)(Cl)[Cl:54]>ClCCl>[CH2:1]([O:8][C:9]1[CH:10]=[C:11]2[N:24]([C:25]([O:27][C:28]([CH3:31])([CH3:30])[CH3:29])=[O:26])[CH2:23][C@@H:22]([CH2:32][Cl:54])[C:12]2=[C:13]2[C:17]=1[NH:16][C:15]([C:18]([O:20][CH3:21])=[O:19])=[CH:14]2)[C:2]1[CH:7]=[CH:6][CH:5]=[CH:4][CH:3]=1. The yield is 91.4%. Run at time 2 hour. The reactants are C(C1=CC=CC=C1)OC=1C=C2C(=C3C=C(NC13)C(=O)OC)[C@@H](CN2C(=O)OC(C)(C)C)CO (methyl (1S)-5-benzyloxy-3-t-butoxycarbonyl-1-hydroxymethyl-1,2,3,6-tetrahydropyrrolo[3,2-e]indole-7-carboxylate), C1(=CC=CC=C1)P(C1=CC=CC=C1)C1=CC=CC=C1 (triphenylphosphine), C(Cl)(Cl)(Cl)Cl (carbon tetrachloride). Yields the product C(C1=CC=CC=C1)OC=1C=C2C(=C3C=C(NC13)C(=O)OC)[C@@H](CN2C(=O)OC(C)(C)C)CCl (methyl (1S)-5-benzyloxy-3-t-butoxycarbonyl-1-chloromethyl-1,2,3,6-tetrahydropyrrolo[3,2-e]indole-7-carboxylate). The solvent is ClCCl (dichloromethane).